This data is from the Open Reaction Database (ORD), a public repository of structured organic reaction records. The task is: describe an organic reaction: reactants, conditions, products, and yield The product is COC(N1CCC(CCC1)CCC=1NCCN1)OC (4-[2-(4,5-dihydro-1H-imidazol-2-yl)ethyl]hexahydro-1H-azepine-1-carboxaldehyde dimethylacetal). Procedure details: A mixture containing rac-4-[2-(4,5-dihydro-1H-imidazol-2-yl)ethyl]hexahydro-1H-azepine (1.95 g, 0.01M), methanol (50 ml) and dimethylformamide dimethylacetal (36 ml) was heated at 90° C. for 8 hrs. The excess of dimethylformamide dimethylacetal was removed in vacuo to give 4-[2-(4,5-dihydro-1H-imidazol-2-yl)ethyl]hexahydro-1H-azepine-1-carboxaldehyde dimethylacetal to the mixture of 6-aminopenicillanic acid (1.95 g, 0.009M) and diisopropylethylamine (1.52 ml) in dry chloroform (25 ml) was added ... Run in CO (methanol). Conditions: temperature 90 celsius. Reaction SMILES: [NH:1]1[CH2:5][CH2:4][N:3]=[C:2]1[CH2:6][CH2:7][CH:8]1[CH2:14][CH2:13][CH2:12][NH:11][CH2:10][CH2:9]1.[CH3:15][O:16][CH:17]([O:21][CH3:22])N(C)C>CO>[CH3:15][O:16][CH:17]([O:21][CH3:22])[N:11]1[CH2:12][CH2:13][CH2:14][CH:8]([CH2:7][CH2:6][C:2]2[NH:3][CH2:4][CH2:5][N:1]=2)[CH2:9][CH2:10]1. The reactants are N1C(=NCC1)CCC1CCNCCC1 (rac-4-[2-(4,5-dihydro-1H-imidazol-2-yl)ethyl]hexahydro-1H-azepine), COC(N(C)C)OC (dimethylformamide dimethylacetal). Reactants: CCOC(=O)CBr, O=C([O-])[O-], [K+], [K+], NC1c2ccccc2C(=O)N1Cc1ccccc1, C1COCCO1. The product is CCOC(C)=O, NC1c2ccccc2C(=O)N1Cc1ccccc1. Reaction SMILES: [Br:25][CH2:26][C:27](=[O:28])[O:29][CH2:30][CH3:31].[C:19](=[O:20])([O-:21])[O-:22].[K+:23].[K+:24].[NH2:1][CH:2]1[N:3]([CH2:12][c:13]2[cH:14][cH:15][cH:16][cH:17][cH:18]2)[C:4](=[O:11])[c:5]2[cH:6][cH:7][cH:8][cH:9][c:10]21.[O:32]1[CH2:33][CH2:34][O:35][CH2:36][CH2:37]1>>[CH3:26][C:27](=[O:28])[O:29][CH2:30][CH3:31].[NH2:1][CH:2]1[N:3]([CH2:12][c:13]2[cH:14][cH:15][cH:16][cH:17][cH:18]2)[C:4](=[O:11])[c:5]2[cH:6][cH:7][cH:8][cH:9][c:10]21. The reactants are ClC=1C=C2N=C(C(=NC2=CC1)NC(OCC)=O)OC (Ethyl N-(6-chloro-3-methoxyquinoxalin-2-yl)carbamate), C1(=CC=CC=C1)N1CCNCC1 (1-phenylpiperazine), C1CCC2=NCCCN2CC1 (DBU). Reaction conditions: temperature 70 celsius, time 7 hour. Yields the product ClC=1C=C2N=C(C(=NC2=CC1)NC(=O)N1CCN(CC1)C1=CC=CC=C1)OC (1-[(6-Chloro-3-methoxyquinoxalin-2-yl)aminocarbonyl]-4-phenylpiperazine). The solvent is O1CCCC1 (tetrahydrofuran). Reaction SMILES: [Cl:1][C:2]1[CH:3]=[C:4]2[C:9](=[CH:10][CH:11]=1)[N:8]=[C:7]([NH:12][C:13](=[O:17])OCC)[C:6]([O:18][CH3:19])=[N:5]2.[C:20]1([N:26]2[CH2:31][CH2:30][NH:29][CH2:28][CH2:27]2)[CH:25]=[CH:24][CH:23]=[CH:22][CH:21]=1.C1CCN2C(=NCCC2)CC1>O1CCCC1>[Cl:1][C:2]1[CH:3]=[C:4]2[C:9](=[CH:10][CH:11]=1)[N:8]=[C:7]([NH:12][C:13]([N:29]1[CH2:30][CH2:31][N:26]([C:20]3[CH:25]=[CH:24][CH:23]=[CH:22][CH:21]=3)[CH2:27][CH2:28]1)=[O:17])[C:6]([O:18][CH3:19])=[N:5]2. Isolated yield 90.5%. Procedure: Ethyl N-(6-chloro-3-methoxyquinoxalin-2-yl)carbamate (28 mg, 0.10 mmol) and 1-phenylpiperazine (24 mg, 0.15 mmol) were dissolved in tetrahydrofuran (2 ml) at room temperature and thereto DBU (23 mg, 0.15 mmol) was added. The resulting mixture was stirred at 70° C. for 7 hours and concentrated under the reduced pressure to remove the solvent, and purified by SiO2 column chromatography. Extraction of the residue with a n-hexane:ethyl acetate (2:1) mixture and concentration gave 36 mg of the titled... Starting materials: C1(=CC=CC=C1)C(C#N)OCCO[Si](C)(C)C (phenyl-(2-trimethylsilanyloxy-ethoxy)-acetonitrile), Cl (HCl). Conditions: time 30 minute. Yields the product NCC(OCCO)C1=CC=CC=C1 (2-(2-amino-1-phenyl-ethoxy)-ethanol). RXN SMILES: [C:1]1([CH:7]([O:10][CH2:11][CH2:12][O:13][Si](C)(C)C)[C:8]#[N:9])[CH:6]=[CH:5][CH:4]=[CH:3][CH:2]=1.Cl>>[NH2:9][CH2:8][CH:7]([C:1]1[CH:6]=[CH:5][CH:4]=[CH:3][CH:2]=1)[O:10][CH2:11][CH2:12][OH:13]. Procedure details: To a 100 ml three-necked flask, 1.0 g (4.01 mmol) of Compound 2 was added and the atmosphere was changed to nitrogen after degassing. The flask was-dipped in an ice bath and 30 ml of 1M BH3 solution in THF was slowly added. The resulting mixture was stirred for 30 minutes while cooling the mixture in ice and then at room temperature for 4 hours. After completion of the reaction, the reaction vessel was dipped in an ice bath and aqueous 1N HCl solution was added, thereby making the mixture acidic... Starting materials: O1C(COC2=C(C=C(C=C2)C=2CCC(NN2)=O)[N+](=O)[O-])C1 (6-[4-(2,3-epoxypropoxy)-3-nitrophenyl]-4,5-dihydro-3(2H)-pyridazinone), ClCC(COC1=C(C=C(C=C1)C=1CCC(NN1)=O)[N+](=O)[O-])O (6-[4-(3-chloro-2-hydroxypropoxy)-3-nitrophenyl]-4,5-dihydro-3(2H)-pyridazinone), CO (methanol), C(C)(C)N (isopropylamine). Run in C(Cl)(Cl)Cl.CO (chloroform methanol). The product is OC(COC1=C(C=C(C=C1)C=1CCC(NN1)=O)[N+](=O)[O-])CNC(C)C (6-[4-(2-hydroxy-3-isopropylaminopropoxy)-3-nitrophenyl]-4,5-dihydro-3(2H)-pyridazinone), Cl (hydrochloride). Reaction SMILES: [O:1]1[CH2:21][CH:2]1[CH2:3][O:4][C:5]1[CH:10]=[CH:9][C:8]([C:11]2[CH2:12][CH2:13][C:14](=[O:17])[NH:15][N:16]=2)=[CH:7][C:6]=1[N+:18]([O-:20])=[O:19].[Cl:22]CC(O)COC1C=C[C:30]([C:33]2[CH2:34]CC(=O)N[N:38]=2)=CC=1[N+]([O-])=O.CO.C(N)(C)C>C(Cl)(Cl)Cl.CO>[OH:1][CH:2]([CH2:21][NH:38][CH:33]([CH3:34])[CH3:30])[CH2:3][O:4][C:5]1[CH:10]=[CH:9][C:8]([C:11]2[CH2:12][CH2:13][C:14](=[O:17])[NH:15][N:16]=2)=[CH:7][C:6]=1[N+:18]([O-:20])=[O:19].[ClH:22] |f:4.5|. Procedure details: A mixture of 6-[4-(2,3-epoxypropoxy)-3-nitrophenyl]-4,5-dihydro-3(2H)-pyridazinone and 6-[4-(3-chloro-2-hydroxypropoxy)-3-nitrophenyl]-4,5-dihydro-3(2H)-pyridazinone (0.9g) was stirred with methanol (9 ml) and isopropylamine (1.6 ml) and heated under reflux for 60 minutes. Evaporation under reduced pressure gave a glassy solid, 0.96g, from which 6-[4-(2-hydroxy-3-isopropylaminopropoxy)-3-nitrophenyl]-4,5-dihydro-3(2H)-pyridazinone was isolated as its hydrochloride (m.p. 210°-215° C) by column ch... The reactants are S1CCN(CC1)C1=NC(=CC2=C(C=CC=C12)OC)Cl (1-thiomorpholino-3-chloro-5-methoxy-isoquinoline), N1CCNCC1 (piperazine), O (water), hemisulfate. The solvent is C1(=CC=CC=C1)OC1=CC=CC=C1 (diphenyl ether). The product is S1CCN(CC1)C1=NC(=CC2=C(C=CC=C12)OC)N1CCNCC1 (1-Thiomorpholino-3-piperazino-5-methoxy-isoquinoline). Isolated yield 41.0%. Reaction SMILES: [S:1]1[CH2:6][CH2:5][N:4]([C:7]2[C:16]3[C:11](=[C:12]([O:17][CH3:18])[CH:13]=[CH:14][CH:15]=3)[CH:10]=[C:9](Cl)[N:8]=2)[CH2:3][CH2:2]1.[NH:20]1[CH2:25][CH2:24][NH:23][CH2:22][CH2:21]1.O>C1(OC2C=CC=CC=2)C=CC=CC=1>[S:1]1[CH2:6][CH2:5][N:4]([C:7]2[C:16]3[C:11](=[C:12]([O:17][CH3:18])[CH:13]=[CH:14][CH:15]=3)[CH:10]=[C:9]([N:20]3[CH2:25][CH2:24][NH:23][CH2:22][CH2:21]3)[N:8]=2)[CH2:3][CH2:2]1. Reported procedure: 1-Thiomorpholino-3-piperazino-5-methoxy-isoquinoline was prepared analogous to Example 3 from 1-thiomorpholino-3-chloro-5-methoxy-isoquinoline by heating for 50 hours with piperazine at 190°C in diphenyl ether. M.p. of the hemisulfate: 282°-284°C (decomp., from water). Yield: 41% of theory. The solvent is C(C)(=O)OCC (ethyl acetate), O (Water). Reported procedure: Under cooling with ice water, 2.97 g (22 mmol) of 1-hydroxybenzotriazole and 4.60 g (24 mmol) of 1-ethyl-3-(3-dimethylaminopropyl)carbodiimide hydrochloride were added to an ethyl acetate solution (50 ml) of 9.37 g (20.0 mmol) of Nα-fluorenylmethyloxycarbonyl-Nε-t-butoxycarbonyl-L-lysine and 2.86 g (20.0 mmol) of 1-aminonaphthalene. The mixture was stirred overnight as it was. Water was added to the reaction mixture, and a solid deposited was collected by filtration, washed with ethyl acetate an... Yield: 67.0%. RXN SMILES: ON1C2C=CC=CC=2N=N1.Cl.C(N=C=NCCCN(C)C)C.[C:23]1([CH2:36][O:37][C:38]([NH:40][C@H:41]([C:54](O)=[O:55])[CH2:42][CH2:43][CH2:44][CH2:45][NH:46][C:47]([O:49][C:50]([CH3:53])([CH3:52])[CH3:51])=[O:48])=[O:39])[C:35]2[CH2:34][C:33]3[C:28](=[CH:29][CH:30]=[CH:31][CH:32]=3)[C:27]=2[CH:26]=[CH:25][CH:24]=1.[NH2:57][C:58]1[C:67]2[C:62](=[CH:63][CH:64]=[CH:65][CH:66]=2)[CH:61]=[CH:60][CH:59]=1>O.C(OCC)(=O)C>[C:58]1([NH:57][C:54](=[O:55])[C@H:41]([CH2:42][CH2:43][CH2:44][CH2:45][NH:46][C:47]([O:49][C:50]([CH3:52])([CH3:51])[CH3:53])=[O:48])[NH:40][C:38]([O:37][CH2:36][C:23]2[C:35]3[CH2:34][C:33]4[C:28](=[CH:29][CH:30]=[CH:31][CH:32]=4)[C:27]=3[CH:26]=[CH:25][CH:24]=2)=[O:39])[C:67]2[C:62](=[CH:63][CH:64]=[CH:65][CH:66]=2)[CH:61]=[CH:60][CH:59]=1 |f:1.2|. Reaction conditions: time 8 hour. Reactants: ice water, ON1N=NC2=C1C=CC=C2 (1-hydroxybenzotriazole), Cl.C(C)N=C=NCCCN(C)C (1-ethyl-3-(3-dimethylaminopropyl)carbodiimide hydrochloride), C1(=CC=CC=2C3=CC=CC=C3CC12)COC(=O)N[C@@H](CCCCNC(=O)OC(C)(C)C)C(=O)O (Nα-fluorenylmethyloxycarbonyl-Nε-t-butoxycarbonyl-L-lysine), NC1=CC=CC2=CC=CC=C12 (1-aminonaphthalene). Yields the product C1(=CC=CC2=CC=CC=C12)NC([C@@H](NC(=O)OCC1=CC=CC=2C3=CC=CC=C3CC12)CCCCNC(=O)OC(C)(C)C)=O (Nα-Fluorenylmethyloxycarbonyl-Nε-t-butoxycarbonyl-L-lysine-1-naphthylamide). Starting materials: N(N)C1=CC=C(C=C1)S(=O)(=O)O (p-hydrazino-benzenesulfonic acid), Cl (hydrochloric acid). Yields the product C1(=CC=CC=C1)S(=O)(=O)O (benzenesulfonic acid), ( III ). Isolated yield 80.0%. RXN SMILES: N([C:3]1[CH:8]=[CH:7][C:6]([S:9]([OH:12])(=[O:11])=[O:10])=[CH:5][CH:4]=1)N.Cl>>[C:6]1([S:9]([OH:12])(=[O:11])=[O:10])[CH:7]=[CH:8][CH:3]=[CH:4][CH:5]=1. Procedure details: Claisen reaction of the commercially available p-methyl-acetophenone and trifluoroacetic acid ethyl ester gave 4,4,4-trifluoro-1-(4-methylphenyl)-butane-1,3-dione in good yield. The latter was further reacted with the commercially available p-hydrazino-benzenesulfonic acid in an inert solvent in the presence of hydrochloric acid to give the new 4-(5-p-methyl-phenyl)-3-trifluoromethyl-pyrazol-1-yl)-benzenesulfonic acid of formula (III) (yield over 80%), Starting materials: C(C)(C)(C)C1=C(N=NC(=C1)NN)Cl (4-t-Butyl-3-chloro-6-hydrazinopyridazine), ClC(C(=O)O)Cl (dichloroacetic acid). Run in C1(=CC=CC=C1)C (toluene). The product is C(C)(C)(C)C1=CC=2N(N=C1Cl)C(=NN2)C(Cl)Cl (7-t-Butyl-6-chloro-3-dichloromethyl-1,2,4-triazolo[4,3-b]pyridazine). Isolated yield 74.0%. RXN SMILES: [C:1]([C:5]1[CH:10]=[C:9]([NH:11][NH2:12])[N:8]=[N:7][C:6]=1[Cl:13])([CH3:4])([CH3:3])[CH3:2].[Cl:14][CH:15]([Cl:19])[C:16](O)=O>C1(C)C=CC=CC=1>[C:1]([C:5]1[C:6]([Cl:13])=[N:7][N:8]2[C:16]([CH:15]([Cl:19])[Cl:14])=[N:12][N:11]=[C:9]2[CH:10]=1)([CH3:4])([CH3:2])[CH3:3]. Procedure: 4-t-Butyl-3-chloro-6-hydrazinopyridazine (9.5 g, 48 mmol) and dichloroacetic acid (20 ml) were heated in toluene (130 ml) under Dean Stark conditions for 2.5 hours. The toluene was removed and the residue was poured into water to precipitate the product as a brown solid. The product was purified by chromotography on silica gel using 10% ethyl acetate/dichloromethane as eluant to yield a yellow solid (10.4 g, 74%), 1H NMR (250 MHz, CDCl3) δ 1.59 (9H, s, t-Bu), 6.01 (1H, s, CM), 8.37 (1H, s, ArH);... Reaction conditions: time 2 hour. The product is C(C)(=O)N[C@H]1[C@@H]2CC[C@]([C@](C1)(N2CC2=CC=CC=C2)C2=CC=CC=C2)(OCC2=CC(=CC(=C2)C(F)(F)F)C(F)(F)F)N=[N+]=[N-] ((1R*,2R*,5S*,6R*)-6-Acetamidoazido-8-benzyl-2-{[3,5-bis(trifluoromethyl)phenyl]methoxy}-1-phenyl-8-azabicyclo[3.2.1]octane). Starting materials: [N-]=C=O (isocyanate), [N-]=[N+]=[N-].[Na+] (sodium azide), Acid chloride, FC(C(=O)O)(F)F.C(C1=CC=CC=C1)N1[C@@]2([C@@H](CC[C@H]1[C@@H](C2)C(=O)O)OCC2=CC(=CC(=C2)C(F)(F)F)C(F)(F)F)C2=CC=CC=C2 ((1R*,2R*,5S*,6R*)-8-Benzyl-2-{[3,5-bis(trifluoromethyl)phenyl]methoxy}-1-phenyl-8-azabicyclo[3.2.1]octan-6-carboxylic acid trifluoroacetate), FC(C(=O)O)(F)F.C(C1=CC=CC=C1)N1[C@@]2([C@@H](CC[C@H]1[C@@H](C2)C(=O)O)OCC2=CC(=CC(=C2)C(F)(F)F)C(F)(F)F)C2=CC=CC=C2 ((1R*,2R*,5S*,6R*)-8-Benzyl-2-{[3,5-bis(trifluoromethyl)phenyl]methoxy}-1-phenyl-8-azabicyclo[3.2.1]octan-6-carboxylic acid trifluoroacetate), C(C(=O)Cl)(=O)Cl (oxalyl chloride), [N-]=[N+]=[N-].[Na+] (sodium azide). Yield: 74.2%. Reported procedure: (1R*,2R*,5S*,6R*)-8-Benzyl-2-{[3,5-bis(trifluoromethyl)phenyl]methoxy}-1-phenyl-8-azabicyclo[3.2.1]octan-6-carboxylic acid (free base of Example 53; 377 mg, 0.67 mmol) was dissolved in dichloromethane (10 ml) and dimethylformamide (2 drops) and the mixture cooled to 0° C. then oxalyl chloride (0.063 ml, 0.72 mmol) added. The mixture was then left to warm to room temperature and stirred for 2 hours. The mixture was concentrated in vacuo then carried through crude. Acid chloride (389 mg, 0.67 mmol... The reagents and catalysts are CN(C=O)C (dimethylformamide). The solvent is C1CCOC1 (THF), ClCCl (dichloromethane), O (water), ClCCl (dichloromethane). RXN SMILES: F[C:2](F)(F)[C:3]([OH:5])=O.[CH2:8]([N:15]1[C@@H:20]2[C@H:21](C(O)=O)[CH2:22][C@@:16]1([C:42]1[CH:47]=[CH:46][CH:45]=[CH:44][CH:43]=1)[C@H:17]([O:26][CH2:27][C:28]1[CH:33]=[C:32]([C:34]([F:37])([F:36])[F:35])[CH:31]=[C:30]([C:38]([F:41])([F:40])[F:39])[CH:29]=1)[CH2:18][CH2:19]2)[C:9]1[CH:14]=[CH:13][CH:12]=[CH:11][CH:10]=1.C(Cl)(=O)C(Cl)=O.[N-:54]=[N+:55]=[N-:56].[Na+].[N-:58]=C=O>ClCCl.CN(C)C=O.C1COCC1.O>[C:3]([NH:58][C@@H:21]1[CH2:22][C@:16]2([C:42]3[CH:47]=[CH:46][CH:45]=[CH:44][CH:43]=3)[N:15]([CH2:8][C:9]3[CH:10]=[CH:11][CH:12]=[CH:13][CH:14]=3)[C@H:20]1[CH2:19][CH2:18][C@@:17]2([N:54]=[N+:55]=[N-:56])[O:26][CH2:27][C:28]1[CH:29]=[C:30]([C:38]([F:41])([F:39])[F:40])[CH:31]=[C:32]([C:34]([F:37])([F:35])[F:36])[CH:33]=1)(=[O:5])[CH3:2] |f:0.1,3.4|.